Dataset: the Open Reaction Database (ORD), a public repository of structured organic reaction records. Task: describe an organic reaction: reactants, conditions, products, and yield The reactants are ClC=1C=NC=2N(C1)N=C(C2)C(=O)N2C(C1=C(CC2)C=CN1)C ((6-Chloro-pyrazolo[1,5-a]pyrimidin-2-yl)-(7-methyl-1,4,5,7-tetrahydro-pyrrolo[2,3-c]pyridin-6-yl)-methanone), C(C)(=O)O (acetic acid). The product is ClC=1C=NC=2N(C1)N=C(C2)C(=O)N2C(C1=C(CC2)C=CN1C(C)=O)C (1-[6-(6-Chloro-pyrazolo[1,5-a]pyrimidine-2-carbonyl)-7-methyl-4,5,6,7-tetrahydropyrrolo[2,3-c]pyridin-1-yl]-ethanone). As a reaction SMILES: [Cl:1][C:2]1[CH:3]=[N:4][C:5]2[N:6]([N:8]=[C:9]([C:11]([N:13]3[CH2:18][CH2:17][C:16]4[CH:19]=[CH:20][NH:21][C:15]=4[CH:14]3[CH3:22])=[O:12])[CH:10]=2)[CH:7]=1.[C:23](O)(=[O:25])[CH3:24]>>[Cl:1][C:2]1[CH:3]=[N:4][C:5]2[N:6]([N:8]=[C:9]([C:11]([N:13]3[CH2:18][CH2:17][C:16]4[CH:19]=[CH:20][N:21]([C:23](=[O:25])[CH3:24])[C:15]=4[CH:14]3[CH3:22])=[O:12])[CH:10]=2)[CH:7]=1. Procedure details: (6-Chloro-pyrazolo[1,5-a]pyrimidin-2-yl)-(7-methyl-1,4,5,7-tetrahydro-pyrrolo[2,3-c]pyridin-6-yl)-methanone is reacted with acetic acid to provide the title compound. Starting materials: C(C)OC(CCC=1C=C(C(=O)O)C=CC1)=O (3-(3-ethoxy-3-oxopropyl)benzoic acid), solution, O1CCCC1.B (tetrahydrofuran borane), solution, O1CCCC1.B (tetrahydrofuran borane), Cl (Hydrochloric acid), O (water). The solvent is C1CCOC1 (THF), O1CCCC1 (tetrahydrofuran), O1CCCC1 (tetrahydrofuran). Conditions: time 18 hour. The product is OCC=1C=C(C=CC1)CCCO (3-(3-(hydroxymethyl)phenyl)propan-1-ol). Isolated yield 80.5%. RXN SMILES: C([O:3][C:4](=O)[CH2:5][CH2:6][C:7]1[CH:8]=[C:9]([CH:13]=[CH:14][CH:15]=1)[C:10](O)=[O:11])C.O1CCCC1.B.Cl.O>C1COCC1>[OH:11][CH2:10][C:9]1[CH:8]=[C:7]([CH2:6][CH2:5][CH2:4][OH:3])[CH:15]=[CH:14][CH:13]=1 |f:1.2|. Reported procedure: Under a nitrogen atmosphere, to a solution of 3-(3-ethoxy-3-oxopropyl)benzoic acid (2.99 g) in THF (100 mL) was added a 1.0 M solution of tetrahydrofuran-borane in tetrahydrofuran (26.9 mL) at 0° C., and the mixture was stirred in an ice bath for 18 hr. A 1.0 M solution of tetrahydrofuran-borane in tetrahydrofuran (20.0 mL) was added at 0° C., and the mixture was further stirred for 20 hr in an ice bath. 1N Hydrochloric acid (100 mL) and water were added at 0° C., and the reaction mixture was ex... Starting materials: solid, Cl.Cl.O1C=C(C=C2C1=CC=C2)C2N(CCCC2)CC[C@@H]2CC[C@H](CC2)N (trans-4-[2-(4-benzofuran-3-yl-piperidin-1-yl)-ethyl]-cyclohexylamine dihydrochloride), Cl.Cl.O1C=C(C=C2C1=CC=C2)C2N(CCCC2)CC[C@@H]2CC[C@H](CC2)N (trans-4-[2-(4-benzofuran-3-yl-piperidin-1-yl)-ethyl]-cyclohexylamine dihydrochloride), N1(CCOCC1)C1=NC=C(C(=O)O)C=C1 (6-morpholin-4-yl-nicotinic acid). The product is O1C=C(C=C2C1=CC=C2)C2N(CCCC2)CC[C@@H]2CC[C@H](CC2)NC(C2=CN=C(C=C2)N2CCOCC2)=O (trans-N-{4-[2-(4-Benzofuran-3-yl-piperidin-1-yl)-ethyl]-cyclohexyl}-6-morpholin-4-yl-nicotinamide). Reaction SMILES: Cl.Cl.[O:3]1[C:8]2=[CH:9][CH:10]=[CH:11][C:7]2=[CH:6][C:5]([CH:12]2[CH2:17][CH2:16][CH2:15][CH2:14][N:13]2[CH2:18][CH2:19][C@H:20]2[CH2:25][CH2:24][C@H:23]([NH2:26])[CH2:22][CH2:21]2)=[CH:4]1.[N:27]1([C:33]2[CH:41]=[CH:40][C:36]([C:37](O)=[O:38])=[CH:35][N:34]=2)[CH2:32][CH2:31][O:30][CH2:29][CH2:28]1>>[O:3]1[C:8]2=[CH:9][CH:10]=[CH:11][C:7]2=[CH:6][C:5]([CH:12]2[CH2:17][CH2:16][CH2:15][CH2:14][N:13]2[CH2:18][CH2:19][C@H:20]2[CH2:21][CH2:22][C@H:23]([NH:26][C:37](=[O:38])[C:36]3[CH:40]=[CH:41][C:33]([N:27]4[CH2:28][CH2:29][O:30][CH2:31][CH2:32]4)=[N:34][CH:35]=3)[CH2:24][CH2:25]2)=[CH:4]1 |f:0.1.2|. Procedure details: The title compound, light yellow solid (81 mg, 63%), MS (ISP) m/z=517.3 [(M+H)+], mp 215° C., was prepared in accordance with the general method of example 1 from trans-4-[2-(4-benzofuran-3-yl-piperidin-1-yl)-ethyl]-cyclohexylamine dihydrochloride (intermediate A) (100 mg, 0.25 mmol) and 6-morpholin-4-yl-nicotinic acid.